From a dataset of the Open Reaction Database (ORD), a public repository of structured organic reaction records. describe an organic reaction: reactants, conditions, products, and yield The reactants are O (water), C(C)OCC (diethyl ether), FC=1C=C(C=C(C1)F)C1(CNCC1)OC ((+)-3-(3,5-difluorophenyl)-3-methoxypyrrolidine). Solvent: C(=O)O (formic acid), C=O (formaldehyde). Reaction conditions: temperature 85 celsius. The product is FC=1C=C(C=C(C1)F)C1(CN(CC1)C)OC (3-(3,5-difluorophenyl)-3-methoxy-1-methyl pyrrolidine). Reaction SMILES: [F:1][C:2]1[CH:3]=[C:4]([C:9]2([O:14][CH3:15])[CH2:13][CH2:12][NH:11][CH2:10]2)[CH:5]=[C:6]([F:8])[CH:7]=1.O.[CH2:17](OCC)C>C(O)=O.C=O>[F:1][C:2]1[CH:3]=[C:4]([C:9]2([O:14][CH3:15])[CH2:13][CH2:12][N:11]([CH3:17])[CH2:10]2)[CH:5]=[C:6]([F:8])[CH:7]=1. Procedure details: A mixture of (+)-3-(3,5-difluorophenyl)-3-methoxypyrrolidine (0.02 g, 0.094 mmol) in formic acid (1 ml) and formaldehyde (37% solution in water, 1 ml) was heated at 85° C. for 5 h. The mixture was allowed to reach ambient temperature, water (5 ml) and diethyl ether was added, the phases were separated and the aqueous phase was basified by the addition of aqueous sodium hydroxide (5M). The aqueous phase was extracted twice with ethyl acetate, the combined organic phases was dried (Na2SO4) and eva... The reactants are N1=CC(=CC=C1)C1NCCNC1 (2-(3-pyridinyl)piperazine), ClC1=C(C=C2C(C(=CN(C2=C1)C1CC1)C(=O)O)=O)F (7-chloro-1-cyclopropyl-6-fluoro-1,4-dihydro-4-oxo-3-quinolinecarboxylic acid). Solvent: N1=CC=CC=C1 (pyridine). Conditions: temperature 135 celsius. Yields the product C1(CC1)N1C=C(C(C2=CC(=C(C=C12)N1CC(NCC1)C=1C=NC=CC1)F)=O)C(=O)O (1-Cyclopropyl-6-fluoro-1,4-dihydro-4-oxo-7-[3-(3-pyridinyl)-1-piperazinyl]-3-quinolinecarboxylic acid). Yield: 19.6%. Reaction SMILES: [N:1]1[CH:6]=[CH:5][CH:4]=[C:3]([CH:7]2[CH2:12][NH:11][CH2:10][CH2:9][NH:8]2)[CH:2]=1.Cl[C:14]1[CH:23]=[C:22]2[C:17]([C:18](=[O:30])[C:19]([C:27]([OH:29])=[O:28])=[CH:20][N:21]2[CH:24]2[CH2:26][CH2:25]2)=[CH:16][C:15]=1[F:31]>N1C=CC=CC=1>[CH:24]1([N:21]2[C:22]3[C:17](=[CH:16][C:15]([F:31])=[C:14]([N:11]4[CH2:10][CH2:9][NH:8][CH:7]([C:3]5[CH:2]=[N:1][CH:6]=[CH:5][CH:4]=5)[CH2:12]4)[CH:23]=3)[C:18](=[O:30])[C:19]([C:27]([OH:29])=[O:28])=[CH:20]2)[CH2:25][CH2:26]1. Reported procedure: A mixture of 733.5 mg of 2-(3-pyridinyl)piperazine, 421.5 mg of 7-chloro-1-cyclopropyl-6-fluoro-1,4-dihydro-4-oxo-3-quinolinecarboxylic acid and 10 ml of pyridine was heated at 135° C. for 24 hours. The solvent was removed and the residue purified by chromatography on silica gel using chloroform:methanol:triethylamine:water (9.5:0.5:0.01:0.01), giving 120 mg of the desired product. Starting materials: C(C)OC(=O)C=1C(=NOC1C)C1=C(C=CC(=C1)F)F (3-(2,5-difluoro-phenyl)-5-methyl-isoxazole-4-carboxylic acid ethyl ester), C(C)OC(=O)C=1C(=NOC1C)C1=C(C=CC=C1)F (3-(2-fluoro-phenyl)-5-methyl-isoxazole-4-carboxylic acid ethyl ester). Product: FC1=C(C=C(C=C1)F)C1=NOC(=C1CO)C ([3-(2,5-Difluoro-phenyl)-5-methyl-isoxazol-4-yl]-methanol). The yield is 21.4%. Reaction SMILES: C([O:3][C:4]([C:6]1[C:7]([C:12]2[CH:17]=[C:16]([F:18])[CH:15]=[CH:14][C:13]=2[F:19])=[N:8][O:9][C:10]=1[CH3:11])=O)C.C(OC(C1C(C2C=CC=CC=2F)=NOC=1C)=O)C>>[F:19][C:13]1[CH:14]=[CH:15][C:16]([F:18])=[CH:17][C:12]=1[C:7]1[C:6]([CH2:4][OH:3])=[C:10]([CH3:11])[O:9][N:8]=1. Reported procedure: As described for example 84d, 3-(2,5-difluoro-phenyl)-5-methyl-isoxazole-4-carboxylic acid ethyl ester (18 g, 67.4 mmol) was converted, instead of 3-(2-fluoro-phenyl)-5-methyl-isoxazole-4-carboxylic acid ethyl ester, to the title compound (3.25 g, 21%) which was obtained as a yellow oil. MS: m/e=226.2 [M+H]+. Reactants: C(C(O)C1=CC=CC=C1)(=O)N[C@H]1[C@@H]2N(C(=C(CS2)CO)C(=O)[O-])C1=O.[Na+] (sodium 7β-mandelamido-3-hydroxymethyl-3-cephem-4-carboxylate), O-carboxymandelic anhydride, OP(=O)(O)O (H3PO4). Run in CN(C=O)C (dimethylformamide). Reaction conditions: time 30 minute. Product: C(C(O)C1=CC=CC=C1)(=O)N[C@H]1[C@@H]2N(C(=C(CS2)COC(C(O)C2=CC=CC=C2)=O)C(=O)O)C1=O (7β-mandelamido-3-mandelyloxymethyl-3-cephem-4-carboxylic acid). The yield is 147.8%. RXN SMILES: [C:1]([NH:11][C@@H:12]1[C:24](=[O:25])[N:14]2[C:15]([C:21]([O-:23])=[O:22])=[C:16]([CH2:19][OH:20])[CH2:17][S:18][C@H:13]12)(=[O:10])[CH:2]([C:4]1[CH:9]=[CH:8][CH:7]=[CH:6][CH:5]=1)[OH:3].[Na+].OP(O)(O)=O>CN(C)C=O>[C:1]([NH:11][C@@H:12]1[C:24](=[O:25])[N:14]2[C:15]([C:21]([OH:23])=[O:22])=[C:16]([CH2:19][O:20][C:1](=[O:10])[CH:2]([C:4]3[CH:9]=[CH:8][CH:7]=[CH:6][CH:5]=3)[OH:3])[CH2:17][S:18][C@H:13]12)(=[O:10])[CH:2]([C:4]1[CH:5]=[CH:6][CH:7]=[CH:8][CH:9]=1)[OH:3] |f:0.1|. Reported procedure: In dimethylformamide (40 ml) was dissolved sodium 7β-mandelamido-3-hydroxymethyl-3-cephem-4-carboxylate (3.86 g), followed by addition of O-carboxymandelic anhydride (2.67 g). The mixture was stirred at room temperature for 30 minutes, after which 2% H3PO4 (150 ml) was added. The mixture was extracted with ethyl acetate (250 ml) and the ethyl acetate layer was rinsed with water (150 ml×2), dried (over magnesium sulfate) and concentrated under reduced pressure. Then, upon addition of ether, there... Reactants: Cl.C(#N)C1=C(OCCC(NC(C)(C)C)O)C=CC(=C1)Cl (1-(2-cyano-4-chlorophenoxy)-3-hydroxy-3-tert.-butylamino propane hydrochloride), CO (methanol). Reagents/catalysts: [Ni] (Raney-nickel). Run in N (NH3). The product is NCC1=C(OCC(CNC(C)(C)C)O)C=CC(=C1)Cl (1-(2-aminomethyl-4-chlorphenoxy)-2-hydroxy-3-tert.-butylamino propane). As a reaction SMILES: Cl.[C:2]([C:4]1[CH:19]=[C:18]([Cl:20])[CH:17]=[CH:16][C:5]=1[O:6][CH2:7][CH2:8][CH:9](O)[NH:10][C:11]([CH3:14])([CH3:13])[CH3:12])#[N:3].C[OH:22]>N.[Ni]>[NH2:3][CH2:2][C:4]1[CH:19]=[C:18]([Cl:20])[CH:17]=[CH:16][C:5]=1[O:6][CH2:7][CH:8]([OH:22])[CH2:9][NH:10][C:11]([CH3:14])([CH3:13])[CH3:12] |f:0.1|. Reported procedure: 6.3 gm (0.02 mol) of 1-(2-cyano-4-chlorophenoxy)-3-hydroxy-3-tert.-butylamino propane hydrochloride were dissolved in 100 ml of methanol containing 10 ml of NH3 and the mixture was hydrogenated under normal pressure at 20° C. over Raney-nickel. After separation of the catalyst, the solvent was distilled off in vacuo, and the residue was admixed with ether and water. After an addition of a small amount of NaOH, the aqueous phase was separated and the organic phase was washed with water and dried ... The reactants are C([O-])(O)=O.[Na+] (sodium bicarbonate), solution, BrC(C)C (2-bromopropane), COC=1C=C(C=C(C1OC)OC)CC#N (3,4,5-trimethoxyphenylacetonitrile), solution, [H-].[Na+] (sodium hydride). The solvent is CN(C=O)C (dimethylformamide), CN(C=O)C (dimethylformamide). Yields the product CC(C(C#N)C1=CC(=C(C(=C1)OC)OC)OC)C (3-methyl-2-(3,4,5-trimethoxyphenyl)butyronitrile). Yield: 54.2%. RXN SMILES: [CH3:1][O:2][C:3]1[CH:4]=[C:5]([CH2:13][C:14]#[N:15])[CH:6]=[C:7]([O:11][CH3:12])[C:8]=1[O:9][CH3:10].[H-].[Na+].Br[CH:19]([CH3:21])[CH3:20].C(=O)(O)[O-].[Na+]>CN(C)C=O>[CH3:20][CH:19]([CH3:21])[CH:13]([C:5]1[CH:6]=[C:7]([O:11][CH3:12])[C:8]([O:9][CH3:10])=[C:3]([O:2][CH3:1])[CH:4]=1)[C:14]#[N:15] |f:1.2,4.5|. Procedure details: With stirring under ice cooling, 20.25 g (97.7 mmols) of 3,4,5-trimethoxyphenylacetonitrile was added by small portions to 50 ml of a solution of 2.45 g (102.1 mmols) of sodium hydride in dimethylformamide. The solution was dropwise added to 100 ml of a solution of 12.45 g (101.2 mmols) of 2-bromopropane in dimethylformamide with stirring under ice cooling. The mixture was stirred under ice cooling for further 3 hours. After the reaction, an aqueous saturated sodium bicarbonate solution was adde... The reactants are COC1=C(CN(S(=O)(=O)C2=C(C(=C(C=C2)O[C@@H]2[C@H](CCCC2)C2=CC=NN2C)F)F)C2=NC=NC=C2)C=CC(=C1)OC (N-(2,4-dimethoxybenzyl)-2,3-difluoro-4-{[(1S*,2R*)-2-(1-methyl-1H-pyrazol-5-yl)cyclohexyl]oxy}-N-(pyrimidin-4-yl)benzenesulfonamide), C(C)[SiH](CC)CC (triethylsilane), FC(C(=O)O)(F)F (trifluoroacetic acid). Run in ClCCl (dichloromethane). Yields the product FC1=C(C=CC(=C1F)O[C@@H]1[C@H](CCCC1)C1=CC=NN1C)S(=O)(=O)NC1=NC=NC=C1 (2,3-Difluoro-4-{[(1S*,2R*)-2-(1-methyl-1H-pyrazol-5-yl)cyclohexyl]oxy}-N-(pyrimidin-4-yl)benzenesulfonamide). The yield is 98.9%. As a reaction SMILES: COC1C=C(OC)C=CC=1C[N:6]([C:31]1[CH:36]=[CH:35][N:34]=[CH:33][N:32]=1)[S:7]([C:10]1[CH:15]=[CH:14][C:13]([O:16][C@H:17]2[CH2:22][CH2:21][CH2:20][CH2:19][C@@H:18]2[C:23]2[N:27]([CH3:28])[N:26]=[CH:25][CH:24]=2)=[C:12]([F:29])[C:11]=1[F:30])(=[O:9])=[O:8].C([SiH](CC)CC)C.FC(F)(F)C(O)=O>ClCCl>[F:30][C:11]1[C:12]([F:29])=[C:13]([O:16][C@H:17]2[CH2:22][CH2:21][CH2:20][CH2:19][C@@H:18]2[C:23]2[N:27]([CH3:28])[N:26]=[CH:25][CH:24]=2)[CH:14]=[CH:15][C:10]=1[S:7]([NH:6][C:31]1[CH:36]=[CH:35][N:34]=[CH:33][N:32]=1)(=[O:8])=[O:9]. Reported procedure: The reaction and aftertreatment were conducted in the same manner as in Example 1b by using the N-(2,4-dimethoxybenzyl)-2,3-difluoro-4-{[(1S*,2R*)-2-(1-methyl-1H-pyrazol-5-yl)cyclohexyl]oxy}-N-(pyrimidin-4-yl)benzenesulfonamide (0.050 g, 0.09 mmol) prepared in Example 40a, triethylsilane (0.07 mL), trifluoroacetic acid (0.09 mL) and dichloromethane (0.9 mL), to yield the title compound (0.040 g, 86%) as a colorless solid. Reactants: BrC1=CC=C(C=C1)NS(=O)C (N-(4-bromophenyl)methanesulfinamide), CN (methylamine), Intermediate 3. Product: BrC1=CC=C(C=C1)N=S(=O)(NC)C (N′-(4-Bromophenyl)-N-methyl-methanesulfonimidamide). RXN SMILES: [Br:1][C:2]1[CH:7]=[CH:6][C:5]([NH:8][S:9]([CH3:11])=[O:10])=[CH:4][CH:3]=1.[CH3:12][NH2:13]>>[Br:1][C:2]1[CH:7]=[CH:6][C:5]([N:8]=[S:9]([CH3:11])([NH:13][CH3:12])=[O:10])=[CH:4][CH:3]=1. Procedure: The title compound is prepared from N-(4-bromophenyl)methanesulfinamide and methylamine following a procedure analogous to that described for Intermediate 3 (Step 2). LC (method 1): tR=0.85 min; Mass spectrum (ESI+): m/z=263, 265 [M+H]+.